This data is from the Open Reaction Database (ORD), a public repository of structured organic reaction records. The task is: describe an organic reaction: reactants, conditions, products, and yield The reactants are O=C(Br)CBr, CN(C)c1ccccc1, [Cl-], ClCCl, CSc1cc(C)nc(SCC(O[SiH](C)C)C(C)(C)C)c1N, [NH4+]. The product is CSc1cc(C)nc(SCC(O[SiH](C)C)C(C)(C)C)c1NC(=O)CBr. RXN SMILES: [Br:31][CH2:32][C:33](=[O:34])[Br:35].[CH3:22][N:23]([c:24]1[cH:25][cH:26][cH:27][cH:28][cH:29]1)[CH3:30].[Cl-:36].[Cl:38][CH2:39][Cl:40].[NH2:1][c:2]1[c:3]([S:11][CH2:12][CH:13]([C:14]([CH3:15])([CH3:16])[CH3:17])[O:18][SiH:19]([CH3:20])[CH3:21])[n:4][c:5]([CH3:10])[cH:6][c:7]1[S:8][CH3:9].[NH4+:37]>>[NH:1]([c:2]1[c:3]([S:11][CH2:12][CH:13]([C:14]([CH3:15])([CH3:16])[CH3:17])[O:18][SiH:19]([CH3:20])[CH3:21])[n:4][c:5]([CH3:10])[cH:6][c:7]1[S:8][CH3:9])[C:33]([CH2:32][Br:31])=[O:34]. Reactants: [Sn](Cl)(Cl)(Cl)Cl (tin (IV) chloride), ClC1=C(C(=O)Cl)C=CC=N1 (2-chloronicotinoyl chloride), C(C)OC(=O)C=1NC=CC1 (1H-pyrrole-2-carboxylic acid ethyl ester). Run in C1=CC=CC=C1 (benzene), C1=CC=CC=C1 (benzene). Conditions: time 4 hour. Yields the product C(C)OC(=O)C=1NC(=CC1)C(=O)C=1C(=NC=CC1)Cl (5-(2-chloro-pyridine-3-carbonyl)-1H-pyrrole-2-carboxylic acid ethyl ester). Isolated yield 104.6%. RXN SMILES: [Sn](Cl)(Cl)(Cl)Cl.[Cl:6][C:7]1[N:15]=[CH:14][CH:13]=[CH:12][C:8]=1[C:9](Cl)=[O:10].[CH2:16]([O:18][C:19]([C:21]1[NH:22][CH:23]=[CH:24][CH:25]=1)=[O:20])[CH3:17]>C1C=CC=CC=1>[CH2:16]([O:18][C:19]([C:21]1[NH:22][C:23]([C:9]([C:8]2[C:7]([Cl:6])=[N:15][CH:14]=[CH:13][CH:12]=2)=[O:10])=[CH:24][CH:25]=1)=[O:20])[CH3:17]. Reported procedure: A solution of tin (IV) chloride (3.72 g, 5 mmol) in benzene (10 mL) was added dropwise to a mixture of 2-chloronicotinoyl chloride (2.02 g, 11 mmol) and 1H-pyrrole-2-carboxylic acid ethyl ester (0.73 g; prepared as discussed below) in dry benzene (12 mL) at 0° C. The reaction was allowed to warm up slowly to room temperature and stirred 4 hours. The reaction was concentrated, the residue was dissolved in ethyl acetate and washed with brine, dried and concentrated to give 1.53 g of 5-(2-chloro-py...